Dataset: the Open Reaction Database (ORD), a public repository of structured organic reaction records. Task: describe an organic reaction: reactants, conditions, products, and yield Product: COc1c(Cl)cc(C(=O)O)cc1OC(F)(F)F. Starting materials: COC(=O)c1cc(Cl)c(OC)c(OC(F)(F)F)c1, [Li+], C1CCOC1, [OH-], O, O. As a reaction SMILES: [Cl:1][c:2]1[cH:3][c:4]([C:5](=[O:6])[O:7][CH3:8])[cH:9][c:10]([O:14][C:15]([F:16])([F:17])[F:18])[c:11]1[O:12][CH3:13].[Li+:21].[O:22]1[CH2:23][CH2:24][CH2:25][CH2:26]1.[OH-:20].[OH2:19].[OH2:27]>>[Cl:1][c:2]1[cH:3][c:4]([C:5](=[O:6])[OH:7])[cH:9][c:10]([O:14][C:15]([F:16])([F:17])[F:18])[c:11]1[O:12][CH3:13].